From a dataset of the Open Reaction Database (ORD), a public repository of structured organic reaction records. describe an organic reaction: reactants, conditions, products, and yield Reactants: Cl.ClC1=CC=C(CN(N)C2=CC=C(C=C2)C(F)(F)F)C=C1 (1-(4-chlorobenzyl)-1-(4-trifluoromethylphenyl)hydrazine hydrochloride), CCOC(=O)CC1CCCCC1=O (ethyl 2-cyclohexanone acetate). Product: ClC1=CC=C(CN2C3=CC=C(C=C3C=3CCCC(C23)CC(=O)O)C(F)(F)F)C=C1 (9-p-Chlorobenzyl-6-trifluoromethyl-1,2,3,4-tetrahydrocarbazol-1-yl-acetic acid). Reaction SMILES: Cl.[Cl:2][C:3]1[CH:21]=[CH:20][C:6]([CH2:7][N:8]([C:10]2[CH:15]=[CH:14][C:13]([C:16]([F:19])([F:18])[F:17])=[CH:12][CH:11]=2)N)=[CH:5][CH:4]=1.CC[O:24][C:25]([CH2:27][CH:28]1[C:33](=O)[CH2:32][CH2:31][CH2:30][CH2:29]1)=[O:26]>>[Cl:2][C:3]1[CH:21]=[CH:20][C:6]([CH2:7][N:8]2[C:29]3[CH:28]([CH2:27][C:25]([OH:26])=[O:24])[CH2:33][CH2:32][CH2:31][C:30]=3[C:15]3[C:10]2=[CH:11][CH:12]=[C:13]([C:16]([F:19])([F:18])[F:17])[CH:14]=3)=[CH:5][CH:4]=1 |f:0.1|. Procedure: Following the procedure of Example 1, but using 1-(4-chlorobenzyl)-1-(4-trifluoromethylphenyl)hydrazine hydrochloride and ethyl 2-cyclohexanone acetate as starting materials, the title compound was prepared. m.p. 167°-168° C. Reactants: CC1(C)OC(CC#N)CC(CC(=O)N(c2ccccc2)c2ccccc2)O1, CO, [H][H], N. The product is CC1(C)OC(CCN)CC(CC(=O)N(c2ccccc2)c2ccccc2)O1. As a reaction SMILES: [C:1](#[N:2])[CH2:3][CH:4]1[CH2:5][CH:6]([CH2:12][C:13](=[O:14])[N:15]([c:16]2[cH:17][cH:18][cH:19][cH:20][cH:21]2)[c:22]2[cH:23][cH:24][cH:25][cH:26][cH:27]2)[O:7][C:8]([CH3:10])([CH3:11])[O:9]1.[CH3:31][OH:32].[H:29][H:30].[NH3:28]>>[CH2:1]([NH2:2])[CH2:3][CH:4]1[CH2:5][CH:6]([CH2:12][C:13](=[O:14])[N:15]([c:16]2[cH:17][cH:18][cH:19][cH:20][cH:21]2)[c:22]2[cH:23][cH:24][cH:25][cH:26][cH:27]2)[O:7][C:8]([CH3:10])([CH3:11])[O:9]1. Starting materials: CNc1cccc(C2CCC(=O)CC2)n1, O=C(CNC(=O)c1cccc(C(F)(F)F)c1)NC1CNC1. The product is CNc1cccc(C2CCC(N3CC(NC(=O)CNC(=O)c4cccc(C(F)(F)F)c4)C3)CC2)n1. As a reaction SMILES: [CH3:1][NH:2][c:3]1[cH:4][cH:5][cH:6][c:7]([CH:9]2[CH2:10][CH2:11][C:12](=[O:15])[CH2:13][CH2:14]2)[n:8]1.[NH:16]1[CH2:17][CH:18]([NH:20][C:21](=[O:22])[CH2:23][NH:24][C:25]([c:26]2[cH:27][c:28]([C:32]([F:33])([F:34])[F:35])[cH:29][cH:30][cH:31]2)=[O:36])[CH2:19]1>>[CH3:1][NH:2][c:3]1[cH:4][cH:5][cH:6][c:7]([CH:9]2[CH2:10][CH2:11][CH:12]([N:16]3[CH2:17][CH:18]([NH:20][C:21](=[O:22])[CH2:23][NH:24][C:25]([c:26]4[cH:27][c:28]([C:32]([F:33])([F:34])[F:35])[cH:29][cH:30][cH:31]4)=[O:36])[CH2:19]3)[CH2:13][CH2:14]2)[n:8]1. The reactants are CN, CC(=O)O, CC(=O)Nc1nc(Cl)c([N+](=O)[O-])c(Cl)n1, C1CCOC1, O. The product is CNc1nc(NC(C)=O)nc(Cl)c1[N+](=O)[O-]. As a reaction SMILES: [CH3:1][NH2:2].[CH3:3][C:4](=[O:5])[OH:6].[Cl:7][c:8]1[n:9][c:10]([NH:18][C:19]([CH3:20])=[O:21])[n:11][c:12]([Cl:17])[c:13]1[N+:14](=[O:15])[O-:16].[O:23]1[CH2:24][CH2:25][CH2:26][CH2:27]1.[OH2:22]>>[CH3:1][NH:2][c:8]1[n:9][c:10]([NH:18][C:19]([CH3:20])=[O:21])[n:11][c:12]([Cl:17])[c:13]1[N+:14](=[O:15])[O-:16]. Reactants: ethyl γ-hydroxycarboxylate, C(\C=C\C)(=O)OCC (Ethyl crotonate), CC(C=O)CCC (2-methylpentanal), CC(CCC)C1CCC(=O)O1 (4-(2-pentyl)butyrolactone). The product is CC1CC(=O)OC1C(C)CCC (3-methyl-4-(2-pentyl)butyrolactone). Reaction SMILES: [C:1](OCC)(=[O:5])/[CH:2]=[CH:3]/[CH3:4].[CH3:9][CH:10]([CH2:13][CH2:14][CH3:15])[CH:11]=[O:12].CC(C1OC(=O)CC1)CCC>>[CH3:4][CH:3]1[CH:11]([CH:10]([CH2:13][CH2:14][CH3:15])[CH3:9])[O:12][C:1](=[O:5])[CH2:2]1. Procedure details: Ethyl crotonate (6.7% by weight) and 2-methylpentanal (5.9% by weight) were reacted electrochemically by a method analogous to example 3 (all % by weight are based on the total aqueous reaction electrolyte). A yield of 4-(2-pentyl)butyrolactone of 66.7% and a yield of the corresponding ethyl γ-hydroxycarboxylate of 26.6% were achieved. This corresponded to a total yield of target products of 93.2% of the theoretical yield. Reactants: [Br-], C1CCOC1, C[Mg+], O=[N+]([O-])c1ccc2ncsc2c1. Yields the product Cc1c([N+](=O)[O-])ccc2ncsc12. Reaction SMILES: [Br-:13].[CH2:16]1[O:17][CH2:18][CH2:19][CH2:20]1.[CH3:14][Mg+:15].[N+:1](=[O:2])([O-:3])[c:4]1[cH:5][c:6]2[c:7]([n:8][cH:9][s:10]2)[cH:11][cH:12]1>>[N+:1](=[O:2])([O-:3])[c:4]1[c:5]([CH3:14])[c:6]2[c:7]([n:8][cH:9][s:10]2)[cH:11][cH:12]1. Reactants: CC(=O)N(C)CC(C)Oc1cccc2ncnc(Nc3ccc(O)c(Cl)c3)c12, Fc1ccccc1CCl. Product: CC(=O)N(C)CC(C)Oc1cccc2ncnc(Nc3ccc(OCc4ccccc4F)c(Cl)c3)c12. Reaction SMILES: [Cl:1][c:2]1[cH:3][c:4]([NH:9][c:10]2[n:11][cH:12][n:13][c:14]3[cH:15][cH:16][cH:17][c:18]([O:20][CH:21]([CH2:22][N:23]([C:24]([CH3:25])=[O:26])[CH3:27])[CH3:28])[c:19]23)[cH:5][cH:6][c:7]1[OH:8].[F:29][c:30]1[c:31]([CH2:32][Cl:33])[cH:34][cH:35][cH:36][cH:37]1>>[Cl:1][c:2]1[cH:3][c:4]([NH:9][c:10]2[n:11][cH:12][n:13][c:14]3[cH:15][cH:16][cH:17][c:18]([O:20][CH:21]([CH2:22][N:23]([C:24]([CH3:25])=[O:26])[CH3:27])[CH3:28])[c:19]23)[cH:5][cH:6][c:7]1[O:8][CH2:32][c:31]1[c:30]([F:29])[cH:37][cH:36][cH:35][cH:34]1. The reactants are N([C@H](C)C(=O)O)C(=O)OC(C)(C)C (Boc-D-Ala-OH), B.C1CCOC1 (BH3-THF). Procedure: As described in literature (Stanfield; et al., JOC., 1981, 46, 4799-800), a solution of Boc-D-Ala-OH (50.0 g, 0.264 mol) in THF (250 mL) was added dropwise to a 0° C. solution of BH3-THF (1.0M in THF, 380 mL, 380 mmol). The mixture was stirred for 2 hours at 0° C. and quenched with a 10% solution of AcOH in MeOH (200 mL). The mixture was concentrated under reduced pressure, diluted with EtOAc (500 mL) and washed with 1N HCl (150 mL). The aqueous was extracted with EtOAc (100 mL) and the combined... Conditions: temperature 0 celsius, time 2 hour. Run in C1CCOC1 (THF). RXN SMILES: [NH:1]([C:7]([O:9][C:10]([CH3:13])([CH3:12])[CH3:11])=[O:8])[C@@H:2]([C:4](O)=[O:5])[CH3:3].B.C1COCC1>C1COCC1>[C:10]([O:9][C:7](=[O:8])[NH:1][C@@H:2]([CH3:3])[CH2:4][OH:5])([CH3:13])([CH3:11])[CH3:12] |f:1.2|. Isolated yield 94.3%. The product is C(C)(C)(C)OC(N[C@H](CO)C)=O (((S)-2-hydroxy-1-methyl-ethyl)-carbamic acid tert-butyl ester).